This data is from the Open Reaction Database (ORD), a public repository of structured organic reaction records. The task is: describe an organic reaction: reactants, conditions, products, and yield The reactants are OC1=C(C(=C(C=O)C=C1)[N+](=O)[O-])OC (4-hydroxy-3-methoxy-2-nitro-benzaldehyde), N(N)C1=CC=C(C=C1)C=1[C@@H](CC(NN1)=O)C ((R)-6-(4-hydrazino-phenyl)-5-methyl-4,5-dihydro-2H-pyridazin-3-one). The solvent is C(C)O (ethanol), C(C)O (ethanol). Yields the product OC1=C(C(=C(C=NNC2=CC=C(C=C2)C=2[C@@H](CC(NN2)=O)C)C=C1)[N+](=O)[O-])OC ((R)-6-{4-[N′-(4-Hydroxy-3-methoxy-2-nitro-benzylidene)-hydrazino]-phenyl }-5-methyl-4,5-dihydro-2H-pyridazin-3-one). As a reaction SMILES: [OH:1][C:2]1[CH:9]=[CH:8][C:5]([CH:6]=O)=[C:4]([N+:10]([O-:12])=[O:11])[C:3]=1[O:13][CH3:14].[NH:15]([C:17]1[CH:22]=[CH:21][C:20]([C:23]2[C@H:24]([CH3:30])[CH2:25][C:26](=[O:29])[NH:27][N:28]=2)=[CH:19][CH:18]=1)[NH2:16]>C(O)C>[OH:1][C:2]1[CH:9]=[CH:8][C:5]([CH:6]=[N:16][NH:15][C:17]2[CH:22]=[CH:21][C:20]([C:23]3[C@H:24]([CH3:30])[CH2:25][C:26](=[O:29])[NH:27][N:28]=3)=[CH:19][CH:18]=2)=[C:4]([N+:10]([O-:12])=[O:11])[C:3]=1[O:13][CH3:14]. Procedure details: A solution of 4-hydroxy-3-methoxy-2-nitro-benzaldehyde (1.6 g) in ethanol (15 ml) was added to a suspension of (R)-6-(4-hydrazino-phenyl)-5-methyl-4,5-dihydro-2H-pyridazin-3-one (1.75 g) in ethanol (20 ml) and the resulting mixture refluxed for two hours. The resulting crystals were filtered at room temperature and washed with ethanol. Yield 2.37 g. HPLC: purity 99.4%, optical purity 99.8%. Starting materials: C(C)(C)(C)C1=CC(=NO1)NC(=O)NC1=CC(=CC=C1)OC1=NC=NC2=CC(=C(C=C12)O)OC (1-(5-tert-butylisoxazol-3-yl)-3-(3-(6-hydroxy-7-methoxyquinazolin-4-yloxy)phenyl)urea), C(=O)([O-])[O-].[Cs+].[Cs+] (Cs2CO3), C(Cl)C1CO1 ((+) epichlorohydrin). Solvent: CN(C)C=O (DMF), C(C)(=O)OCC.C1CCOC1 (ethyl acetate THF). Product: C(C)(C)(C)C1=CC(=NO1)NC(=O)NC1=CC(=CC=C1)OC1=NC=NC2=CC(=C(C=C12)OC[C@H]1OC1)OC ((S)-1-(5-tert-butylisoxazol-3-yl)-3-(3-(7-methoxy-6-(oxiran-2-ylmethoxy)quinazolin-4-yloxy)phenyl)urea). Reaction SMILES: [C:1]([C:5]1[O:9][N:8]=[C:7]([NH:10][C:11]([NH:13][C:14]2[CH:19]=[CH:18][CH:17]=[C:16]([O:20][C:21]3[C:30]4[C:25](=[CH:26][C:27]([O:32][CH3:33])=[C:28]([OH:31])[CH:29]=4)[N:24]=[CH:23][N:22]=3)[CH:15]=2)=[O:12])[CH:6]=1)([CH3:4])([CH3:3])[CH3:2].C([O-])([O-])=O.[Cs+].[Cs+].[CH2:40]([CH:42]1[O:44][CH2:43]1)Cl>CN(C=O)C.C(OCC)(=O)C.C1COCC1>[C:1]([C:5]1[O:9][N:8]=[C:7]([NH:10][C:11]([NH:13][C:14]2[CH:19]=[CH:18][CH:17]=[C:16]([O:20][C:21]3[C:30]4[C:25](=[CH:26][C:27]([O:32][CH3:33])=[C:28]([O:31][CH2:40][C@@H:42]5[CH2:43][O:44]5)[CH:29]=4)[N:24]=[CH:23][N:22]=3)[CH:15]=2)=[O:12])[CH:6]=1)([CH3:4])([CH3:2])[CH3:3] |f:1.2.3,6.7|. Reported procedure: To a solution of 1-(5-tert-butylisoxazol-3-yl)-3-(3-(6-hydroxy-7-methoxyquinazolin-4-yloxy)phenyl)urea (120 mg, 0.267 mmol) in DMF (4 mL), Cs2CO3 (0.32 mmol) and (S) (+) epichlorohydrin (104 μL, 1.33 mmol) was added. The reaction mixture was reacted at 80 C under microwave condition for 2 h. The mixture was diluted with a ethyl acetate/THF (15/5) mixture and washed with water, brine and dried over MgSO4. After removal of the solvent, the titled compound was obtained as an off-white solid. Yield:... Reactants: COCC(O)CN(Cc1ccccc1)Cc1ncc(N(C)C(C)C)nc1Cl, CC(C)(C)[O-], [K+], CN(C)C=O, O. Product: COCC1CN(Cc2ccccc2)Cc2ncc(N(C)C(C)C)nc2O1. RXN SMILES: [CH2:1]([c:2]1[cH:3][cH:4][cH:5][cH:6][cH:7]1)[N:8]([CH2:9][CH:10]([CH2:11][O:12][CH3:13])[OH:14])[CH2:15][c:16]1[n:17][cH:18][c:19]([N:23]([CH:24]([CH3:25])[CH3:26])[CH3:27])[n:20][c:21]1[Cl:22].[CH3:28][C:29]([CH3:30])([O-:31])[CH3:32].[K+:33].[O:35]=[CH:36][N:37]([CH3:38])[CH3:39].[OH2:34]>>[CH2:1]([c:2]1[cH:3][cH:4][cH:5][cH:6][cH:7]1)[N:8]1[CH2:9][CH:10]([CH2:11][O:12][CH3:13])[O:14][c:21]2[c:16]([n:17][cH:18][c:19]([N:23]([CH:24]([CH3:25])[CH3:26])[CH3:27])[n:20]2)[CH2:15]1.